Dataset: the Open Reaction Database (ORD), a public repository of structured organic reaction records. Task: describe an organic reaction: reactants, conditions, products, and yield The reactants are C(C)O (ethanol), BrC1=NC=C(C=N1)Br (2,5-dibromopyrimidine), C1(=CC=CC=C1)COC1=CC=C(C=C1)B(O)O (4-(phenylmethoxy)benzeneboronic acid), C([O-])([O-])=O.[Na+].[Na+] (sodium carbonate). The reagents and catalysts are [Pd] (palladium), C1(=CC=CC=C1)P(C1=CC=CC=C1)C1=CC=CC=C1 (triphenylphosphine). Run in O (water), C1(=CC=CC=C1)C (toluene). Product: BrC=1C=NC(=NC1)C1=CC=C(C=C1)OCC1=CC=CC=C1 (5-bromo-2-[4-(phenylmethoxy)phenyl]pyrimidine). The yield is 100.4%. As a reaction SMILES: Br[C:2]1[N:7]=[CH:6][C:5]([Br:8])=[CH:4][N:3]=1.[C:9]1([CH2:15][O:16][C:17]2[CH:22]=[CH:21][C:20](B(O)O)=[CH:19][CH:18]=2)[CH:14]=[CH:13][CH:12]=[CH:11][CH:10]=1.C(=O)([O-])[O-].[Na+].[Na+].C(O)C>C1(C)C=CC=CC=1.[Pd].C1(P(C2C=CC=CC=2)C2C=CC=CC=2)C=CC=CC=1.O>[Br:8][C:5]1[CH:4]=[N:3][C:2]([C:20]2[CH:21]=[CH:22][C:17]([O:16][CH2:15][C:9]3[CH:14]=[CH:13][CH:12]=[CH:11][CH:10]=3)=[CH:18][CH:19]=2)=[N:7][CH:6]=1 |f:2.3.4|. Procedure details: 104.25 g (0.438 mol) of 2,5-dibromopyrimidine, 100.00 g (0.438 mol) of 4-(phenylmethoxy)benzeneboronic acid, 4.75 g (0.00438 mol) of palladium (10%) on activated carbon, 4.50 g (0.01752 mol) of triphenylphosphine and 93.00 g (0.876 mol) of sodium carbonate are heated in 1000 ml of toluene, 500 ml of ethanol and 300 ml of water for 24 hours at 80° C. The palladium catalyst is subsequently separated off from the reaction mixture at 80° C. by filtration. The aqueous lower phase of the reaction mixt... The reactants are CC(C)(C)[S@@](=O)N ((R)-2-methylpropane-2-sulfinamide), CC1=NNC=C1C=O (3-methyl-1H-pyrazole-4-carbaldehyde), Ti(OEt)4. The solvent is CCOC(=O)C (EtOAc), C1CCOC1 (THF). Run at temperature 80 celsius, time 18 hour. The product is CC(C)(C)[S@@](=O)/N=C/C=1C(=NNC1)C ((R,E)-2-methyl-N-((3-methyl-1H-pyrazol-4-yl)methylene)propane-2-sulfinamide). The yield is 57.2%. Reaction SMILES: [CH3:1][C:2]1[C:6]([CH:7]=O)=[CH:5][NH:4][N:3]=1.[CH3:9][C:10]([S@:13]([NH2:15])=[O:14])([CH3:12])[CH3:11]>C1COCC1.CCOC(C)=O>[CH3:9][C:10]([S@:13](/[N:15]=[CH:7]/[C:6]1[C:2]([CH3:1])=[N:3][NH:4][CH:5]=1)=[O:14])([CH3:12])[CH3:11]. Reported procedure: 3-methyl-1H-pyrazole-4-carbaldehyde (2.03 g, 18.44 mmol) was dissolved in THF (30 ml) and (R)-2-methylpropane-2-sulfinamide (2.35, 19.39 mmol) was added followed by Ti(OEt)4 (8.41 mmol, 36.90 mmol). The resulting reaction mixture was stirred at 80° C. for 18 h. LCMS shows mostly product. The reaction mixture was diluted with EtOAc (300 mL), washed with 4% aqueous NaCl (2×150, 2×50 mL). The combined aq. layers were back extracted with EtOAc (100 ml). The combined organic layers were washed with b... Starting materials: Brc1cnn(C2CCCCO2)c1, O=C([O-])[O-], OB(O)c1ccnc(Cl)c1, ClCCl, [Cs+], [Cs+], CN(C)C=O. Product: Clc1cc(-c2cnn(C3CCCCO3)c2)ccn1. As a reaction SMILES: [Br:1][c:2]1[cH:3][n:4][n:5]([CH:7]2[O:8][CH2:9][CH2:10][CH2:11][CH2:12]2)[cH:6]1.[C:23](=[O:24])([O-:25])[O-:26].[Cl:13][c:14]1[n:15][cH:16][cH:17][c:18]([B:20]([OH:21])[OH:22])[cH:19]1.[Cl:34][CH2:35][Cl:36].[Cs+:27].[Cs+:28].[O:29]=[CH:30][N:31]([CH3:32])[CH3:33]>>[c:2]1(-[c:18]2[cH:17][cH:16][n:15][c:14]([Cl:13])[cH:19]2)[cH:3][n:4][n:5]([CH:7]2[O:8][CH2:9][CH2:10][CH2:11][CH2:12]2)[cH:6]1. The reactants are COCCO[AlH2-]OCCOC.[Na+] (vitride), C(=O)(OCC)C1=C(N=C2N1C=C(C=C2OCC2=C(C=CC=C2C)C)C)C (3-carboethoxy-2,6-dimethyl-8-(2,6-dimethylbenzyloxy)imidazo[1,2-a]pyridine). Run in C1(=CC=CC=C1)C (toluene), C1(=CC=CC=C1)C (toluene). Run at time 2 hour. The product is CC=1N=C2N(C=C(C=C2OCC2=C(C=CC=C2C)C)C)C1CO (2,6-dimethyl-8-(2,6-dimethylbenzyloxy)-3-hydroxymethylimidazo[1,2-a]pyridine). Yield: 58.4%. Reaction SMILES: COCCO[AlH2-]OCCOC.[Na+].[C:13]([C:18]1[N:22]2[CH:23]=[C:24]([CH3:37])[CH:25]=[C:26]([O:27][CH2:28][C:29]3[C:34]([CH3:35])=[CH:33][CH:32]=[CH:31][C:30]=3[CH3:36])[C:21]2=[N:20][C:19]=1[CH3:38])(OCC)=[O:14]>C1(C)C=CC=CC=1>[CH3:38][C:19]1[N:20]=[C:21]2[C:26]([O:27][CH2:28][C:29]3[C:34]([CH3:35])=[CH:33][CH:32]=[CH:31][C:30]=3[CH3:36])=[CH:25][C:24]([CH3:37])=[CH:23][N:22]2[C:18]=1[CH2:13][OH:14] |f:0.1|. Procedure details: A mixture of vitride (3 ml, 10.2 mmol) in toluene (3 ml) was added dropwise to nitrogene-purged solution of 3-carboethoxy-2,6-dimethyl-8-(2,6-dimethylbenzyloxy)imidazo[1,2-a]pyridine (0.68 g, 1.93 mmol) in toluene (15 ml). The ice-bath was removed and the reaction mixture was stirred at room temp. For 2 h and 15 min. The reaction mixture was cooled to 0° C. and quenched by addition of water (6 ml). Methylene chloride/methanol was added and the reaction mixture was filtered. The solvent was remov... The reactants are ClC(=O)OCC1=CC=CC=C1 (benzyl chloroformate), C(C)(C)(C)OC(=O)N[C@H](C(=O)[O-])CC1=CC=CC=C1.O[C@H]1C[C@H]([C@H]2[C@@H]1OC(O2)(C)C)[NH3+] ((3aS,4R,6S,6aR)-6-hydroxy-2,2-dimethyltetrahydro-3aH-cyclopenta[d][1,3]dioxol-4-aminium (2S)-2-[(tert-butoxycarbonyl)amino]-3-phenylpropanoate), Cl (HCl), C([O-])([O-])=O.[K+].[K+] (Potassium carbonate). Solvent: CC(C)CC(=O)C (MIBK), C(C)(=O)OCC (ethyl acetate), O (water). Conditions: temperature 30 celsius, time 80 minute. Product: O[C@H]1C[C@H]([C@H]2[C@@H]1OC(O2)(C)C)NC(OCC2=CC=CC=C2)=O (Benzyl [(3aS,4R,6S,6aR)-6-hydroxy-2,2-dimethyltetrahydro-3aH-cyclopenta[d][1,3]dioxol-4-yl]carbamate). Reaction SMILES: C(OC(N[C@@H](CC1C=CC=CC=1)C([O-])=O)=O)(C)(C)C.[OH:20][C@@H:21]1[C@H:25]2[O:26][C:27]([CH3:30])([CH3:29])[O:28][C@H:24]2[C@H:23]([NH3+:31])[CH2:22]1.Cl.C(=O)([O-])[O-].[K+].[K+].Cl[C:40]([O:42][CH2:43][C:44]1[CH:49]=[CH:48][CH:47]=[CH:46][CH:45]=1)=[O:41]>O.CC(CC(C)=O)C.C(OCC)(=O)C>[OH:20][C@@H:21]1[C@H:25]2[O:26][C:27]([CH3:29])([CH3:30])[O:28][C@H:24]2[C@H:23]([NH:31][C:40](=[O:41])[O:42][CH2:43][C:44]2[CH:49]=[CH:48][CH:47]=[CH:46][CH:45]=2)[CH2:22]1 |f:0.1,3.4.5|. Procedure: To (3aS,4R,6S,6aR)-6-hydroxy-2,2-dimethyltetrahydro-3aH-cyclopenta[d][1,3]dioxol-4-aminium (2S)-2-[(tert-butoxycarbonyl)amino]-3-phenylpropanoate (10.06 g, 22.32 mmol) was added 30 mL ethyl acetate. The resulting thick slurry was put on ice-bath and stirred for 80 min. HCl (1 M, 24.5 mL, 24.5 mmol) was slowly added during 25 min while the temperature was kept below 5° C. (pH aqueous phase: 1-2). The phases were separated and the organic phase was washed with 10 mL of water after which the aqueou... Starting materials: O1C(=CC=C1)C(C(=O)O)=C (Furylacrylic acid), C(C)C(CO)CCCC (2-ethylhexanol), O (water). Run at temperature 190 celsius. The product is C(C=C)(=O)OC=1OC=CC1CC(CCCC)CC (2-ethylhexylfuryl acrylate). Yield: 92.6%. RXN SMILES: [O:1]1[CH:5]=[CH:4][CH:3]=[C:2]1C(=C)C(O)=O.[CH2:11]([CH:13]([CH2:16][CH2:17][CH2:18][CH3:19])[CH2:14]O)[CH3:12].[OH2:20]>>[C:2]([O:1][C:2]1[O:1][CH:5]=[CH:4][C:3]=1[CH2:14][CH:13]([CH2:11][CH3:12])[CH2:16][CH2:17][CH2:18][CH3:19])(=[O:20])[CH:3]=[CH2:4]. Reported procedure: Furylacrylic acid (23 g, 0.135 mol), 2-ethylhexanol (87.5 g, 0.67 mol) and 0.5 ml Tyzor® (DuPont tetraisopropyltitanate) were mixed in a 3-neck round bottom flask equipped with a thermometer, condenser and high speed stirrer. The mixture was heated to 190° C. and held there with stirring until the theoretical 2.4 ml of water was distilled off at atmospheric pressure. The residual product was distilled at 134° C./0.5 torr yielding 33.0 g (92.6%) of 2-ethylhexylfuryl acrylate. A gas chromatagraphi...